From a dataset of the Open Reaction Database (ORD), a public repository of structured organic reaction records. describe an organic reaction: reactants, conditions, products, and yield The reactants are ice water, BrC1=NC=C(C=C1[N+](=O)[O-])Cl (2-bromo-5-chloro-3-nitropyridine), C([O-])([O-])=O.[K+].[K+] (potassium carbonate), O(C)C1=C(C(=CC=C1)F)O (2-methoxyl-6-fluorophenol). The solvent is CN(C)C=O (DMF). Reported procedure: To a stirred solution of 2-bromo-5-chloro-3-nitropyridine (2.37 g, 10 mmol) was dissolved in 40 mL DMF was added of 2-methoxyl-6-fluorophenol (1.7 g 11.9 mmol) was added into the solution followed by potassium carbonate (2.76, 20 mmol). The mixture was stirred at room temperature for 5 h, then poured into ice water (200 mL). The precipitate was filtered and dried under high vacuum to provide 5-chloro-2-(2-fluoro-6-methoxy-phenoxy)-3-nitro-pyridine. Conditions: time 5 hour. The product is ClC=1C=C(C(=NC1)OC1=C(C=CC=C1OC)F)[N+](=O)[O-] (5-chloro-2-(2-fluoro-6-methoxy-phenoxy)-3-nitro-pyridine). As a reaction SMILES: Br[C:2]1[C:7]([N+:8]([O-:10])=[O:9])=[CH:6][C:5]([Cl:11])=[CH:4][N:3]=1.[O:12]([C:14]1[CH:19]=[CH:18][CH:17]=[C:16]([F:20])[C:15]=1[OH:21])[CH3:13].C(=O)([O-])[O-].[K+].[K+]>CN(C=O)C>[Cl:11][C:5]1[CH:6]=[C:7]([N+:8]([O-:10])=[O:9])[C:2]([O:21][C:15]2[C:14]([O:12][CH3:13])=[CH:19][CH:18]=[CH:17][C:16]=2[F:20])=[N:3][CH:4]=1 |f:2.3.4|. Reactants: C(C1=CC=CC=C1)N1N=C(C2=C1CC(C2)=O)C(=O)N (1-Benzyl-5-oxo-1,4,5,6-tetrahydro-cyclopentapyrazole-3-carboxylic acid amide), N1=C(Cl)N=C(Cl)N=C1Cl (cyanuric chloride). The solvent is CN(C)C=O (DMF). Run at time 30 minute. Yields the product C(C1=CC=CC=C1)N1N=C(C2=C1CC(C2)=O)C#N (1-Benzyl-5-oxo-1,4,5,6-tetrahydro-cyclopentapyrazole-3-carbonitrile). Isolated yield 76.3%. As a reaction SMILES: [CH2:1]([N:8]1[C:12]2[CH2:13][C:14](=[O:16])[CH2:15][C:11]=2[C:10]([C:17]([NH2:19])=O)=[N:9]1)[C:2]1[CH:7]=[CH:6][CH:5]=[CH:4][CH:3]=1.N1C(Cl)=NC(Cl)=NC=1Cl>CN(C=O)C>[CH2:1]([N:8]1[C:12]2[CH2:13][C:14](=[O:16])[CH2:15][C:11]=2[C:10]([C:17]#[N:19])=[N:9]1)[C:2]1[CH:3]=[CH:4][CH:5]=[CH:6][CH:7]=1. Procedure: To a solution of the intermediate from step E (5.25 mmol) in DMF (60 mL) was added cyanuric chloride (3.12 g, 17 mmol) in three portions. After 30 minutes at room temperature, the reaction was quenched with water and extracted with ethyl acetate (2×). The organic layer was washed with water, brine and dried over anhydrous Na2SO4, filtered, and concentrated in vacuo. The residue was purified by flash chromatography (SiO2) using 30% ethyl acetate-hexanes to give the desired product (0.95 g) as a y... Starting materials: CCCCCCC.C(C)(=O)OCC (heptane ethyl acetate), [Cl-].[Al+3].[Cl-].[Cl-] (Aluminium chloride), COC1(O)C(=C(C(O)(C(=C1)C)OC)C)C (1,4-dimethoxy-2,3,5-trimethyihydroquinone), BrC(C(=O)Br)(C)C (2-bromo-2-methylpropionylbromide), ClCC(Cl)(Cl)Cl (tetrachloroethane). Conditions: temperature 70 celsius. The product is BrC(C(=O)OC=1C(=C(C2=C(C(C(O2)(C)C)=O)C1C)C)C)(C)C (5-(2-bromo-2-methylpropionoxy)-2,2,4,6,7-pentamethyl-2,3-dihydro-1-benzofuran-3-one). RXN SMILES: [Cl-].[Al+3].[Cl-].[Cl-].CO[C:7]1([CH:14]=[C:13]([CH3:15])[C:11]([O:16]C)(O)[C:10]([CH3:18])=[C:9]1[CH3:19])[OH:8].[Br:20][C:21]([CH3:26])([CH3:25])[C:22](Br)=[O:23].CCCCC[CH2:32][CH3:33].C(OCC)(=[O:36])C.Cl[CH2:41][C:42](Cl)(Cl)Cl>>[Br:20][C:21]([CH3:26])([CH3:25])[C:22]([O:8][C:7]1[C:41]([CH3:42])=[C:32]([CH3:33])[C:18]2[O:36][C:13]([CH3:14])([CH3:15])[C:11](=[O:16])[C:10]=2[C:9]=1[CH3:19])=[O:23] |f:0.1.2.3,6.7|. Procedure: Aluminium chloride (25 g, 188 mmol) is added portionwise at 0° C. and under nitrogen to a solution of 1,4-dimethoxy-2,3,5-trimethyihydroquinone (33.83 g, 188 mmol) and 2-bromo-2-methylpropionylbromide (129.46 g, 563 mmol) in tetrachloroethane (188 mL). The dark solution is then heated at 70° C. until completion of the reaction (3-5 days) as indicated by TLC (heptane/ethyl acetate 90:10). The reaction is quenched by careful addition of ice. The black mixture is acidified to pH 1 with concentrated... The reactants are CC(=O)O, Cl, COCCN(Cc1ccc(-c2cc3nccc(Oc4ccc(NC(=S)NC(=O)Cc5ccc(F)cc5)cc4F)c3s2)nc1)C(=O)OC(C)(C)C, O. RXN SMILES: [C:53]([OH:54])(=[O:55])[CH3:56].[ClH:51].[F:1][c:2]1[c:3]([O:4][c:5]2[c:6]3[c:7]([n:8][cH:9][cH:10]2)[cH:11][c:12](-[c:14]2[cH:15][cH:16][c:17]([CH2:20][N:21]([C:22](=[O:23])[O:24][C:25]([CH3:26])([CH3:27])[CH3:28])[CH2:29][CH2:30][O:31][CH3:32])[cH:18][n:19]2)[s:13]3)[cH:33][cH:34][c:35]([NH:37][C:38](=[S:39])[NH:40][C:41]([CH2:42][c:43]2[cH:44][cH:45][c:46]([F:49])[cH:47][cH:48]2)=[O:50])[cH:36]1.[OH2:52]>>[ClH:51].[F:1][c:2]1[c:3]([O:4][c:5]2[c:6]3[c:7]([n:8][cH:9][cH:10]2)[cH:11][c:12](-[c:14]2[cH:15][cH:16][c:17]([CH2:20][NH:21][CH2:29][CH2:30][O:31][CH3:32])[cH:18][n:19]2)[s:13]3)[cH:33][cH:34][c:35]([NH:37][C:38](=[S:39])[NH:40][C:41]([CH2:42][c:43]2[cH:44][cH:45][c:46]([F:49])[cH:47][cH:48]2)=[O:50])[cH:36]1. The product is Cl, COCCNCc1ccc(-c2cc3nccc(Oc4ccc(NC(=S)NC(=O)Cc5ccc(F)cc5)cc4F)c3s2)nc1. Procedure: (S)-2-(1-((6-Amino-5-iodopyrimidin-4-yl)amino)ethyl)-5-methyl-3-phenylpyrrolo[2,1-f][1,2,4]triazin-4(3H)-one (100 mg, 0.16 mmol) was treated with 4-fluoro-N-(2-methoxy-5-(4,4,5,5-tetramethyl-1,3,2-dioxaborolan-2-yl)pyridin-3-yl)benzenesulfonamide (124 mg, 0.27 mmol), a solution of sodium carbonate (2 M, 365 μl, 0.73 mmol) and 2′-(dimethylamino)-2-biphenylyl-palladium(II) chloride dinorbornylphosphine complex (5 mg, 0.01 mmol) according to the method described in Preparation 17. The residue was p... Yields the product NC1=NC=NC(=C1C=1C=C(C(=NC1)OC)NS(=O)(=O)C1=CC=C(C=C1)F)N[C@@H](C)C1=NN2C(C(N1C1=CC=CC=C1)=O)=C(C=C2)C ((S)—N-(5-(4-Amino-6-((1-(5-methyl-4-oxo-3-phenyl-3,4-dihydropyrrolo[2,1-f][1,2,4]triazin-2-yl)ethyl)amino)pyrimidin-5-yl)-2-methoxypyridin-3-yl)-4-fluorobenzenesulfonamide). Isolated yield 4.9%. As a reaction SMILES: [NH2:1][C:2]1[N:7]=[CH:6][N:5]=[C:4]([NH:8][C@H:9]([C:11]2[N:16]([C:17]3[CH:22]=[CH:21][CH:20]=[CH:19][CH:18]=3)[C:15](=[O:23])[C:14]3=[C:24]([CH3:27])[CH:25]=[CH:26][N:13]3[N:12]=2)[CH3:10])[C:3]=1I.[F:29][C:30]1[CH:35]=[CH:34][C:33]([S:36]([NH:39][C:40]2[C:41]([O:55][CH3:56])=[N:42][CH:43]=[C:44](B3OC(C)(C)C(C)(C)O3)[CH:45]=2)(=[O:38])=[O:37])=[CH:32][CH:31]=1.C(=O)([O-])[O-].[Na+].[Na+]>>[NH2:1][C:2]1[C:3]([C:44]2[CH:45]=[C:40]([NH:39][S:36]([C:33]3[CH:34]=[CH:35][C:30]([F:29])=[CH:31][CH:32]=3)(=[O:37])=[O:38])[C:41]([O:55][CH3:56])=[N:42][CH:43]=2)=[C:4]([NH:8][C@H:9]([C:11]2[N:16]([C:17]3[CH:22]=[CH:21][CH:20]=[CH:19][CH:18]=3)[C:15](=[O:23])[C:14]3=[C:24]([CH3:27])[CH:25]=[CH:26][N:13]3[N:12]=2)[CH3:10])[N:5]=[CH:6][N:7]=1 |f:2.3.4|. Starting materials: NC1=C(C(=NC=N1)N[C@@H](C)C1=NN2C(C(N1C1=CC=CC=C1)=O)=C(C=C2)C)I ((S)-2-(1-((6-Amino-5-iodopyrimidin-4-yl)amino)ethyl)-5-methyl-3-phenylpyrrolo[2,1-f][1,2,4]triazin-4(3H)-one), FC1=CC=C(C=C1)S(=O)(=O)NC=1C(=NC=C(C1)B1OC(C(O1)(C)C)(C)C)OC (4-fluoro-N-(2-methoxy-5-(4,4,5,5-tetramethyl-1,3,2-dioxaborolan-2-yl)pyridin-3-yl)benzenesulfonamide), C([O-])([O-])=O.[Na+].[Na+] (sodium carbonate).